From a dataset of the Open Reaction Database (ORD), a public repository of structured organic reaction records. describe an organic reaction: reactants, conditions, products, and yield The reactants are O=C1CCC(=O)N1Br, CC(C)=C(O)C(O)CCO, ClCCl, CCCCCC, c1ccc(P(c2ccccc2)c2ccccc2)cc1. Yields the product CC(C)=C(O)C(O)CCBr. RXN SMILES: [Br:30][N:31]1[C:32](=[O:33])[CH2:34][CH2:35][C:36]1=[O:37].[C:1]([CH3:2])([CH3:3])=[C:4]([CH:5]([CH2:6][CH2:7][OH:8])[OH:9])[OH:10].[CH2:44]([Cl:45])[Cl:46].[CH3:38][CH2:39][CH2:40][CH2:41][CH2:42][CH3:43].[c:11]1([P:12]([c:13]2[cH:14][cH:15][cH:16][cH:17][cH:18]2)[c:19]2[cH:20][cH:21][cH:22][cH:23][cH:24]2)[cH:25][cH:26][cH:27][cH:28][cH:29]1>>[C:1]([CH3:2])([CH3:3])=[C:4]([CH:5]([CH2:6][CH2:7][Br:30])[OH:9])[OH:10]. Reactants: C(C)(=O)OCCOC1=NN(C(=C1C1=CC2=C(OCO2)C=C1)N)C (2-{[5-amino-4-(1,3-benzodioxol-5-yl)-1-methyl-1H-pyrazol-3-yl]oxy}ethyl acetate), [Na] (sodium), [Cl-].[NH4+] (ammonium chloride). Run in O (water), C(C)O (ethanol). Run at time 1 hour. The product is NC1=C(C(=NN1C)OCCO)C1=CC2=C(OCO2)C=C1 (2-{[5-amino-4-(1,3-benzodioxol-5-yl)-1-methyl-1H-pyrazol-3-yl]oxy}-1-ethanol). The yield is 97.9%. Reaction SMILES: C([O:4][CH2:5][CH2:6][O:7][C:8]1[C:12]([C:13]2[CH:21]=[CH:20][C:16]3[O:17][CH2:18][O:19][C:15]=3[CH:14]=2)=[C:11]([NH2:22])[N:10]([CH3:23])[N:9]=1)(=O)C.[Na].[Cl-].[NH4+]>C(O)C.O>[NH2:22][C:11]1[N:10]([CH3:23])[N:9]=[C:8]([O:7][CH2:6][CH2:5][OH:4])[C:12]=1[C:13]1[CH:21]=[CH:20][C:16]2[O:17][CH2:18][O:19][C:15]=2[CH:14]=1 |f:2.3,^1:23|. Procedure: To a solution of 2-{[5-amino-4-(1,3-benzodioxol-5-yl)-1-methyl-1H-pyrazol-3-yl]oxy}ethyl acetate (100 mg) (Preparation 33) in ethanol (6 ml) at room temperature, was added sodium hydroxyde (100 mg). After one hour, the reaction was diluted with water (5 ml) and an aqueous saturated solution of ammonium chloride (10 ml). The mixture was extracted with ethyl acetate (3×6 ml). The organic fraction was dried over sodium sulfate and concentrated under reduced pressure to yield the title compound as a... Starting materials: C([O-])(O)=O.[Na+] (sodium bicarbonate), ClC=1C=C(CN2C(N(C3=C2C=C(C=C3)C#N)C3CCNCC3)=O)C=CC1OC (3-(3-chloro-4-methoxybenzyl)-1-(piperidin-4-yl)-5-cyano-2,3-dihydro-1H-benzimidazole-2-one), C=O (formaldehyde), [B-]C#N.[Na+] (sodium cyanotrihydroborate). The reagents and catalysts are C(C)(=O)O (acetic acid). Run in CO (methanol). Reaction conditions: time 2 hour. Product: ClC=1C=C(CN2C(N(C3=C2C=C(C=C3)C#N)C3CCN(CC3)C)=O)C=CC1OC (3-(3-chloro-4-methoxybenzyl)-5-cyano-1-(1-methylpiperidin-4-yl)-2,3-dihydro-1H-benzimidazole-2-one). The yield is 79.6%. As a reaction SMILES: [Cl:1][C:2]1[CH:3]=[C:4]([CH:24]=[CH:25][C:26]=1[O:27][CH3:28])[CH2:5][N:6]1[C:10]2[CH:11]=[C:12]([C:15]#[N:16])[CH:13]=[CH:14][C:9]=2[N:8]([CH:17]2[CH2:22][CH2:21][NH:20][CH2:19][CH2:18]2)[C:7]1=[O:23].C=O.[B-][C:32]#N.[Na+].C(=O)(O)[O-].[Na+]>CO.C(O)(=O)C>[Cl:1][C:2]1[CH:3]=[C:4]([CH:24]=[CH:25][C:26]=1[O:27][CH3:28])[CH2:5][N:6]1[C:10]2[CH:11]=[C:12]([C:15]#[N:16])[CH:13]=[CH:14][C:9]=2[N:8]([CH:17]2[CH2:18][CH2:19][N:20]([CH3:32])[CH2:21][CH2:22]2)[C:7]1=[O:23] |f:2.3,4.5|. Procedure: To a suspension of 3-(3-chloro-4-methoxybenzyl)-1-(piperidin-4-yl)-5-cyano-2,3-dihydro-1H-benzimidazole-2-one (91 mg) in methanol (5 mL) were added 37% formaldehyde aqueous solution (220 mg), sodium cyanotrihydroborate (43.2 mg) and acetic acid (5 drops) under nitrogen at ambient temperature. After stirring for 2 hours at same temperature, the reaction mixture was poured into saturated sodium bicarbonate solution and extracted with chloroform. The organic layer was washed with brine, dried over ... Starting materials: CN[C@@H]1C[C@H]2O[C@@](C)([C@@H]1OC)n1c3ccccc3c3c4c(c5c6ccccc6n2c5c31)C(=O)NC4 (staurosporine), O=Cc1cn2ccsc2n1. Reagents/catalysts: CC(C)[O-].CC(C)[O-].CC(C)[O-].CC(C)[O-].[Ti+4] (Ti(OiPr)4), CC(=O)O (acetic acid), CC(=O)O[BH-](OC(C)=O)OC(C)=O.[Na+] (Sodium triacetoxyborohydride). Solvent: CN1CCCC1=O (NMP), CN1CCCC1=O (NMP), CN1CCCC1=O (NMP), CN1CCCC1=O (NMP), CN1CCCC1=O (NMP), CN1CCCC1=O (NMP), CN1CCCC1=O (NMP). Conditions: temperature 22 celsius, time 18 hour. Product: CO[C@@H]1[C@@H](C[C@H]2O[C@]1(C)n3c4ccccc4c5c6CNC(=O)c6c7c8ccccc8n2c7c35)N(C)Cc9cn%10ccsc%10n9, CN[C@@H]1C[C@H]2O[C@@](C)([C@@H]1OC)n1c3ccccc3c3c4c(c5c6ccccc6n2c5c31)C(=O)NC4 (Staurosporine), O=Cc1cn2ccsc2n1. Reactants: C(C)(C)(C)C=1C=C(C=CC1)C (3-tert-butyltoluene), BrN1C(CCC1=O)=O (N-bromosuccinimide), C(Cl)(Cl)(Cl)Cl (CCl4), C(C1=CC=CC=C1)(=O)OOC(C1=CC=CC=C1)=O (benzoyl peroxide), C(C)(C)(C)C=1C=C(C=CC1)C (3-tert-butyltoluene). Run in CCCCCC (hexane). Reaction conditions: temperature 0 celsius. The product is C(C)(C)(C)C=1C=C(CBr)C=CC1 (3-tert-butylbenzyl bromide). The yield is 34.6%. Reaction SMILES: [C:1]([C:5]1[CH:6]=[C:7]([CH3:11])[CH:8]=[CH:9][CH:10]=1)([CH3:4])([CH3:3])[CH3:2].[Br:12]N1C(=O)CCC1=O.C(Cl)(Cl)(Cl)Cl.C(OOC(=O)C1C=CC=CC=1)(=O)C1C=CC=CC=1>CCCCCC>[C:1]([C:5]1[CH:6]=[C:7]([CH:8]=[CH:9][CH:10]=1)[CH2:11][Br:12])([CH3:4])([CH3:3])[CH3:2]. Procedure: A dry 100 mL 3-necked flask equipped with a nitrogen inlet, a condenser, a thermometer, and a magnetic stirrer was charged with 2.0 g of 3-tert-butyltoluene (Wiley Organics, Coshocton, Ohio 43812), 2.40 g of N-bromosuccinimide (Aldrich), and 30 mL of CCl4. The mixture was treated with 0.16 g of benzoyl peroxide (Aldrich) and heated at 6-° C. under N2. Careful temperature control is important to minimize by-product formation. After 1 h at 60° C. the reaction mixture was cooled to 0° C., filtered ...